This data is from the Open Reaction Database (ORD), a public repository of structured organic reaction records. The task is: describe an organic reaction: reactants, conditions, products, and yield Reactants: O1COC2=C1C=CC(=C2)S(=O)(=O)N(C[C@H]([C@H](CC2=CC=C(C=C2)OCCCO)NC(O[C@H]2CO[C@H]1OCC[C@H]12)=O)O)CC(C)C ((3R,3aS,6aR)-Hexahydrofuro[2,3-b]furan-3-yl (1S,2R)-3-[(1,3-benzodioxol-5-ylsulfonyl)(isobutyl)amino]-2-hydroxy-1-[4-(3-hydroxypropoxy)benzyl]propylcarbamate), ClC(=O)OC1=CC=C(C=C1)[N+](=O)[O-] (4-nitrophenyl chloroformate). Product: C(OCCCOC1=CC=C(C=C1)C[C@@H]([C@@H](CN(CC(C)C)S(=O)(=O)C1=CC2=C(OCO2)C=C1)O)NC(=O)O[C@H]1CO[C@H]2OCC[C@H]21)(OC2=CC=C(C=C2)[N+](=O)[O-])=O (3-(4-{(2S,3R)-2-({[(3R,3aS,6aR)-Hexahydrofuro[2,3-b]furan-3-yloxy]carbonyl}amino)-4-[(1,3-benzodioxol-5-ylsulfonyl)(isobutyl)amino]-3-hydroxybutyl}phenoxy)propyl 4-nitrophenyl carbonate). Reaction SMILES: [O:1]1[C:5]2[CH:6]=[CH:7][C:8]([S:10]([N:13]([CH2:42][CH:43]([CH3:45])[CH3:44])[CH2:14][C@@H:15]([OH:41])[C@@H:16]([NH:29][C:30](=[O:40])[O:31][C@@H:32]3[C@H:39]4[C@H:35]([O:36][CH2:37][CH2:38]4)[O:34][CH2:33]3)[CH2:17][C:18]3[CH:23]=[CH:22][C:21]([O:24][CH2:25][CH2:26][CH2:27][OH:28])=[CH:20][CH:19]=3)(=[O:12])=[O:11])=[CH:9][C:4]=2[O:3][CH2:2]1.Cl[C:47]([O:49][C:50]1[CH:55]=[CH:54][C:53]([N+:56]([O-:58])=[O:57])=[CH:52][CH:51]=1)=[O:48]>>[C:47](=[O:48])([O:49][C:50]1[CH:51]=[CH:52][C:53]([N+:56]([O-:58])=[O:57])=[CH:54][CH:55]=1)[O:28][CH2:27][CH2:26][CH2:25][O:24][C:21]1[CH:22]=[CH:23][C:18]([CH2:17][C@H:16]([NH:29][C:30]([O:31][C@@H:32]2[C@H:39]3[C@H:35]([O:36][CH2:37][CH2:38]3)[O:34][CH2:33]2)=[O:40])[C@H:15]([OH:41])[CH2:14][N:13]([S:10]([C:8]2[CH:7]=[CH:6][C:5]3[O:1][CH2:2][O:3][C:4]=3[CH:9]=2)(=[O:12])=[O:11])[CH2:42][CH:43]([CH3:45])[CH3:44])=[CH:19][CH:20]=1. Reported procedure: (3R,3aS,6aR)-Hexahydrofuro[2,3-b]furan-3-yl (1S,2R)-3-[(1,3-benzodioxol-5-ylsulfonyl)(isobutyl)amino]-2-hydroxy-1-[4-(3-hydroxypropoxy)benzyl]propylcarbamate was treated with 4-nitrophenyl chloroformate as described previously to provide the title compound as a solid foam. Starting materials: BrC1=CC(=C(C=O)C(=C1)Cl)Cl (4-bromo-2,6-dichlorobenzaldehyde), C[Mg]Br (methylmagnesium bromide), BrC=1C=C(C=C(C1)F)C(C)O (1-(3-bromo-5-fluorophenyl)ethanol). Yields the product BrC1=CC(=C(C(=C1)Cl)C(C)O)Cl (1-(4-Bromo-2,6-dichlorophenyl)ethanol). RXN SMILES: [Br:1][C:2]1[CH:9]=[C:8]([Cl:10])[C:5]([CH:6]=[O:7])=[C:4]([Cl:11])[CH:3]=1.[CH3:12][Mg]Br.BrC1C=C(C(O)C)C=C(F)C=1>>[Br:1][C:2]1[CH:3]=[C:4]([Cl:11])[C:5]([CH:6]([OH:7])[CH3:12])=[C:8]([Cl:10])[CH:9]=1. Procedure details: The title compound was prepared from 4-bromo-2,6-dichlorobenzaldehyde (prepared according to WO 2008/021851) by reaction with methylmagnesium bromide following the procedure for 1-(3-bromo-5-fluorophenyl)ethanol as described. Starting materials: CC(C(=O)O)(C(=O)O)C (Dimethylmalonic acid), C1=CC2=C(N=C1)N(N=N2)O (HOAt), CC(N=C=NC(C)C)C (DIC), C(C1=CC=CC=C1)(C1=CC=CC=C1)(C1=CC=CC=C1)N1C=NC(=C1)CCCN (3-(1-Trityl-1H-imidazol-4-yl)-propyl amine), CCN(C(C)C)C(C)C (DIPEA), CCN(C(C)C)C(C)C (DIPEA), C1=CC=C(C=C1)C(C2=CC=CC=C2)(C3=CC=CC=C3Cl)Cl (2-Chlorotrityl chloride resin). Solvent: C(Cl)Cl (DCM), C(Cl)Cl.CN(C)C=O (DCM DMF), CN(C)C=O (DMF), CN(C)C=O (DMF), C(Cl)Cl (DCM). Reaction conditions: time 8 hour. Product: CC(C(=O)O)(C(=O)NCCCC=1N=CN(C1)C(C1=CC=CC=C1)(C1=CC=CC=C1)C1=CC=CC=C1)C (2,2-Dimethyl-N-[3-(1-trityl-1H-imidazol-4-yl)-propyl]-malonamic acid). RXN SMILES: C1C=CC(C(Cl)(C2C(Cl)=CC=CC=2)C2C=CC=CC=2)=CC=1.[CH3:22][C:23]([CH3:30])([C:27](O)=[O:28])[C:24]([OH:26])=[O:25].CCN(C(C)C)C(C)C.C1C=NC2N(O)N=NC=2C=1.CC(C)N=C=NC(C)C.[C:59]([N:78]1[CH:82]=[C:81]([CH2:83][CH2:84][CH2:85][NH2:86])[N:80]=[CH:79]1)([C:72]1[CH:77]=[CH:76][CH:75]=[CH:74][CH:73]=1)([C:66]1[CH:71]=[CH:70][CH:69]=[CH:68][CH:67]=1)[C:60]1[CH:65]=[CH:64][CH:63]=[CH:62][CH:61]=1>C(Cl)Cl.CN(C=O)C.C(Cl)Cl.CN(C=O)C>[CH3:22][C:23]([CH3:30])([C:27]([NH:86][CH2:85][CH2:84][CH2:83][C:81]1[N:80]=[CH:79][N:78]([C:59]([C:72]2[CH:77]=[CH:76][CH:75]=[CH:74][CH:73]=2)([C:66]2[CH:67]=[CH:68][CH:69]=[CH:70][CH:71]=2)[C:60]2[CH:65]=[CH:64][CH:63]=[CH:62][CH:61]=2)[CH:82]=1)=[O:28])[C:24]([OH:26])=[O:25] |f:8.9|. Reported procedure: 2-Chlorotrityl chloride resin (2.3 g, 3.0 mmol) was swelled in DCM for 20 mins and filtered. Dimethylmalonic acid (2 eq; 6.0 mmol; 793 mg) was dissolved i DCM:DMF 1:1 (10 mL) and added to the resin followed by DIPEA (6 eq; 18.0 mmol; 3.14 mL) and DCM (10 mL). The resin was shaken overnight at RT. The resin was filtered and washed with DCM:MeOH:DIPEA (17:2:1), DCM, NMP og DCM (2×25 mL of each). The resin was swelled in DMF for 20 mins and filtered. HOAt (3 eq; 9.0 mmol; 1.23 g), DIC (3 eq; 9.0 mm... Yields the product CN1N=NC(=C1COC1=NC=C(C(=O)NN2CCOCC2)C=C1)C1=CC=CC=C1 (6-(3-Methyl-5-phenyl-3H-[1,2,3]triazol-4-ylmethoxy)-N-morpholin-4-yl-nicotinamide). RXN SMILES: [CH3:1][N:2]1[C:6]([CH2:7][O:8][C:9]2[CH:17]=[CH:16][C:12]([C:13]([OH:15])=O)=[CH:11][N:10]=2)=[C:5]([C:18]2[CH:23]=[CH:22][CH:21]=[CH:20][CH:19]=2)[N:4]=[N:3]1.[NH2:24][N:25]1[CH2:30][CH2:29][O:28][CH2:27][CH2:26]1>>[CH3:1][N:2]1[C:6]([CH2:7][O:8][C:9]2[CH:17]=[CH:16][C:12]([C:13]([NH:24][N:25]3[CH2:30][CH2:29][O:28][CH2:27][CH2:26]3)=[O:15])=[CH:11][N:10]=2)=[C:5]([C:18]2[CH:23]=[CH:22][CH:21]=[CH:20][CH:19]=2)[N:4]=[N:3]1. The reactants are CN1N=NC(=C1COC1=NC=C(C(=O)O)C=C1)C1=CC=CC=C1 (6-(3-methyl-5-phenyl-3H-[1,2,3]triazol-4-ylmethoxy)-nicotinic acid), NN1CCOCC1 (N-aminomorpholine). Yield: 84.0%. Reported procedure: As described for example 2b, 6-(3-methyl-5-phenyl-3H-[1,2,3]triazol-4-ylmethoxy)-nicotinic acid (155 mg, 0.5 mmol) was converted, using N-aminomorpholine instead of 4-aminotetrahydropyran, to the title compound (165 mg, 84%) which was obtained as a white solid. MS: m/e=395.2 [M+H]+. The reactants are C(C)(C)(C)OC(C[C@H](C(=O)O)CCCC1CCCCC1)=O ((2R)-2-[2-(tert-butoxy)-2-oxoethyl]-5-cyclohexylpentanoic acid), C(=O)(N1C=NC=C1)N1C=NC=C1 (1,1′-carbonyldiimidazole), ON=C(COC)N (N′-hydroxy-2-methoxyethanimidamide). Solvent: ClCCl (dichloromethane). Reaction conditions: time 1 hour. Yields the product C1(CCCCC1)CCC[C@H](CC(=O)OC(C)(C)C)C1=NC(=NO1)COC (tert-Butyl (3R)-6-cyclohexyl-3-[3-(methoxymethyl)-1,2,4-oxadiazol-5-yl]hexanoate). Isolated yield 56.2%. RXN SMILES: [C:1]([O:5][C:6](=[O:21])[CH2:7][C@@H:8]([CH2:12][CH2:13][CH2:14][CH:15]1[CH2:20][CH2:19][CH2:18][CH2:17][CH2:16]1)[C:9]([OH:11])=O)([CH3:4])([CH3:3])[CH3:2].C(N1C=CN=C1)(N1C=CN=C1)=O.O[N:35]=[C:36]([NH2:40])[CH2:37][O:38][CH3:39]>ClCCl>[CH:15]1([CH2:14][CH2:13][CH2:12][C@@H:8]([C:9]2[O:11][N:40]=[C:36]([CH2:37][O:38][CH3:39])[N:35]=2)[CH2:7][C:6]([O:5][C:1]([CH3:2])([CH3:3])[CH3:4])=[O:21])[CH2:20][CH2:19][CH2:18][CH2:17][CH2:16]1. Reported procedure: A solution of (2R)-2-[2-(tert-butoxy)-2-oxoethyl]-5-cyclohexylpentanoic acid (Preparation 1) (500 mg, 1.70 mmol) in dichloromethane (30 ml) was treated with 1,1′-carbonyldiimidazole (272 mg, 1.70 mol) and the solution was stirred at room temperature for 1 hour. The N′-hydroxy-2-methoxyethanimidamide (J.Med.Chem,; 40; 8; 1997; 1230-1246) (177 mg, 1.70 mmol) was then added and the mixture was stirred for 17 hours. The solvent was removed under reduced pressure and the residue was heated neat at 12... Starting materials: O=C1CCC(=O)N1Br, O=C(OOC(=O)c1ccccc1)c1ccccc1, ClC(Cl)(Cl)Cl, Cc1ccnc(-c2ccc(F)cc2)c1. Yields the product Fc1ccc(-c2cc(CBr)ccn2)cc1. Reaction SMILES: [Br:15][N:16]1[C:17](=[O:18])[CH2:19][CH2:20][C:21]1=[O:22].[C:23]([O:24][O:25][C:26](=[O:27])[c:28]1[cH:29][cH:30][cH:31][cH:32][cH:33]1)(=[O:34])[c:35]1[cH:36][cH:37][cH:38][cH:39][cH:40]1.[Cl:41][C:42]([Cl:43])([Cl:44])[Cl:45].[F:1][c:2]1[cH:3][cH:4][c:5](-[c:8]2[n:9][cH:10][cH:11][c:12]([CH3:14])[cH:13]2)[cH:6][cH:7]1>>[F:1][c:2]1[cH:3][cH:4][c:5](-[c:8]2[n:9][cH:10][cH:11][c:12]([CH2:14][Br:15])[cH:13]2)[cH:6][cH:7]1. Reaction conditions: time 30 minute. The reactants are [H-].[Na+] (sodium hydride), FC1=CC=C(C=C1)N=C=O (4-fluorophenyl isocyanate), O (water), C1(=CC=CC=C1)C=1OC(C(CN1)O)C1=CC=CC=C1 ((5RS, 6SR)-2,6-diphenyl-5,6-dihydro-4H-1,3-oxazin-5-ol). Procedure: A solution of (5RS, 6SR)-2,6-diphenyl-5,6-dihydro-4H-1,3-oxazin-5-ol (1.52 g) in anhydrous tetrahydrofuran (10 cc) is added at a temperature in the region of 20° C. to an oily suspension (50% by weight; 0.31 g), maintained under an argon atmosphere, of sodium hydride in anhydrous tetrahydrofuran (20 cc). The mixture is stirred for 30 minutes at the same temperature. A solution of 4-fluorophenyl isocyanate (0.9 g) in anhydrous tetrahydrofuran (10 cc) is then added dropwise and stirring is continu... RXN SMILES: [C:1]1([C:7]2[O:8][CH:9]([C:14]3[CH:19]=[CH:18][CH:17]=[CH:16][CH:15]=3)[CH:10]([OH:13])[CH2:11][N:12]=2)[CH:6]=[CH:5][CH:4]=[CH:3][CH:2]=1.[H-].[Na+].[F:22][C:23]1[CH:28]=[CH:27][C:26]([N:29]=[C:30]=[O:31])=[CH:25][CH:24]=1.O>O1CCCC1>[F:22][C:23]1[CH:28]=[CH:27][C:26]([NH:29][C:30]([O:13][CH:10]2[CH:9]([C:14]3[CH:15]=[CH:16][CH:17]=[CH:18][CH:19]=3)[O:8][C:7]([C:1]3[CH:6]=[CH:5][CH:4]=[CH:3][CH:2]=3)=[N:12][CH2:11]2)=[O:31])=[CH:25][CH:24]=1 |f:1.2|. The product is FC1=CC=C(C=C1)NC(=O)OC1CN=C(OC1C1=CC=CC=C1)C1=CC=CC=C1 ((5RS, 6SR)-5-(4-fluorophenylcarbamoyloxy)-2,6-diphenyl-5,6-dihydro-4H-1,3-oxazine). Run in O1CCCC1 (tetrahydrofuran), O1CCCC1 (tetrahydrofuran), O1CCCC1 (tetrahydrofuran). Yield: 34.1%. Reactants: CN(C)C(=O)c1cccs1, Cc1cc2n(c1)CCCC2C(=O)OC(C)C. Yields the product Cc1cc2n(c1C(=O)c1cccs1)CCCC2C(=O)OC(C)C. Reaction SMILES: [CH3:17][N:18]([C:19](=[O:20])[c:21]1[s:22][cH:23][cH:24][cH:25]1)[CH3:26].[CH3:1][c:2]1[cH:3][c:4]2[n:5]([cH:16]1)[CH2:6][CH2:7][CH2:8][CH:9]2[C:10](=[O:11])[O:12][CH:13]([CH3:14])[CH3:15]>>[CH3:1][c:2]1[cH:3][c:4]2[n:5]([c:16]1[C:19](=[O:20])[c:21]1[s:22][cH:23][cH:24][cH:25]1)[CH2:6][CH2:7][CH2:8][CH:9]2[C:10](=[O:11])[O:12][CH:13]([CH3:14])[CH3:15]. The reactants are C[O-], CO, COC(CC#N)OC, [Na+], O=Cc1cccnc1. The product is O, COC(OC)C(C#N)=Cc1cccnc1. RXN SMILES: [CH3:17][O-:18].[CH3:20][OH:21].[CH3:9][O:10][CH:11]([CH2:12][C:13]#[N:14])[O:15][CH3:16].[Na+:19].[n:1]1[cH:2][c:3]([CH:7]=[O:8])[cH:4][cH:5][cH:6]1>>[OH2:8].[n:1]1[cH:2][c:3]([CH:7]=[C:12]([CH:11]([O:10][CH3:9])[O:15][CH3:16])[C:13]#[N:14])[cH:4][cH:5][cH:6]1.